From a dataset of the Open Reaction Database (ORD), a public repository of structured organic reaction records. describe an organic reaction: reactants, conditions, products, and yield Reactants: C, O=C(OCc1ccccc1)N1CCC(C(=O)N(CCCN2CCC(Cc3ccccc3)CC2)c2ccccc2)CC1, CO, [Pd]. Product: O=C(C1CCNCC1)N(CCCN1CCC(Cc2ccccc2)CC1)c1ccccc1. As a reaction SMILES: [C:44].[CH2:1]([O:2][C:3](=[O:4])[N:11]1[CH2:12][CH2:13][CH:14]([C:17](=[O:18])[N:19]([c:20]2[cH:21][cH:22][cH:23][cH:24][cH:25]2)[CH2:26][CH2:27][CH2:28][N:29]2[CH2:30][CH2:31][CH:32]([CH2:35][c:36]3[cH:37][cH:38][cH:39][cH:40][cH:41]3)[CH2:33][CH2:34]2)[CH2:15][CH2:16]1)[c:5]1[cH:6][cH:7][cH:8][cH:9][cH:10]1.[CH3:42][OH:43].[Pd:45]>>[NH:11]1[CH2:12][CH2:13][CH:14]([C:17](=[O:18])[N:19]([c:20]2[cH:21][cH:22][cH:23][cH:24][cH:25]2)[CH2:26][CH2:27][CH2:28][N:29]2[CH2:30][CH2:31][CH:32]([CH2:35][c:36]3[cH:37][cH:38][cH:39][cH:40][cH:41]3)[CH2:33][CH2:34]2)[CH2:15][CH2:16]1.